Dataset: the Open Reaction Database (ORD), a public repository of structured organic reaction records. Task: describe an organic reaction: reactants, conditions, products, and yield Starting materials: CO, Cc1ccc(NC(=O)C(COC(C)C)Oc2ncnc3c2cnn3-c2ncc(Cl)cc2C(F)(F)F)nc1, [H][H]. The product is Cc1ccc(NC(=O)C(COC(C)C)Oc2ncnc3c2cnn3-c2ncccc2C(F)(F)F)nc1. As a reaction SMILES: [CH3:40][OH:41].[Cl:1][c:2]1[cH:3][c:4]([C:34]([F:35])([F:36])[F:37])[c:5](-[n:8]2[n:9][cH:10][c:11]3[c:12]2[n:13][cH:14][n:15][c:16]3[O:17][CH:18]([C:19](=[O:20])[NH:21][c:22]2[n:23][cH:24][c:25]([CH3:28])[cH:26][cH:27]2)[CH2:29][O:30][CH:31]([CH3:32])[CH3:33])[n:6][cH:7]1.[H:38][H:39]>>[cH:2]1[cH:3][c:4]([C:34]([F:35])([F:36])[F:37])[c:5](-[n:8]2[n:9][cH:10][c:11]3[c:12]2[n:13][cH:14][n:15][c:16]3[O:17][CH:18]([C:19](=[O:20])[NH:21][c:22]2[n:23][cH:24][c:25]([CH3:28])[cH:26][cH:27]2)[CH2:29][O:30][CH:31]([CH3:32])[CH3:33])[n:6][cH:7]1. The reactants are COC(=O)C(CC1CCCSC1)c1ccc(S(C)(=O)=O)c(Cl)c1, CO, [Li+], [OH-]. The product is CS(=O)(=O)c1ccc(C(CC2CCCSC2)C(=O)O)cc1Cl. RXN SMILES: [CH3:1][O:2][C:3]([CH:4]([CH2:5][CH:6]1[CH2:7][S:8][CH2:9][CH2:10][CH2:11]1)[c:12]1[cH:13][c:14]([Cl:22])[c:15]([S:18](=[O:19])(=[O:20])[CH3:21])[cH:16][cH:17]1)=[O:23].[CH3:26][OH:27].[Li+:24].[OH-:25]>>[O:2]=[C:3]([CH:4]([CH2:5][CH:6]1[CH2:7][S:8][CH2:9][CH2:10][CH2:11]1)[c:12]1[cH:13][c:14]([Cl:22])[c:15]([S:18](=[O:19])(=[O:20])[CH3:21])[cH:16][cH:17]1)[OH:23]. Yields the product BrC=1C=C(CO)C=CC1 (3-bromobenzyl alcohol). RXN SMILES: [Br:1][C:2]1[CH:3]=[C:4]([CH:7]=[CH:8][CH:9]=1)[CH:5]=[O:6].C=O.[OH-].[K+].Cl>O.CO>[Br:1][C:2]1[CH:3]=[C:4]([CH:7]=[CH:8][CH:9]=1)[CH2:5][OH:6] |f:2.3|. Starting materials: BrC=1C=C(C=O)C=CC1 (3-bromo benzaldehyde), Cl (hydrochloric acid), [OH-].[K+] (potassium hydroxide), C=O (formaldehyde), [OH-].[K+] (potassium hydroxide). Solvent: CO (methanol), O (water), O (water). Reported procedure: Into a solution of 370 g. of 3-bromo benzaldehyde, 900 cm3. of methanol and 300 g. of 40% formaldehyde the solution of 380 g. of potassium hydroxide in 300 cm3. of water are dropped at a temperature of from 48° to 52° C. during 10 minutes while stirring. The reaction mixture is stirred for 3.5 hours at a temperature of from 50° to 55° C. Into this reaction mixture the solution of 60 g. of potassium hydroxide in 40 cm3. of water are dropped at 55° C. then the reaction mixture is stirred at 60° C.... Reactants: N(N)C1=CC(N(C(N1CC(C)C)=O)C)=O (6-hydrazino-1-isobutyl-3-methylpyrimidine-2,4(1H,3H)-dione), ClC=1C=C2C(=CNC2=CC1)C=O (5-chloro-1H-indole-3-carbaldehyde), C(C)N1C(=CC=C1)C=O (1-ethyl-1H-pyrrole-2-carbaldehyde). The product is ClC=1C=C2C(=CNC2=CC1)CN1N=C2N(C(N(C(C2=C1C=1N(C=CC1)CC)=O)C)=O)CC(C)C (2-[(5-chloro-1H-indol-3-yl)methyl]-3-(1-ethyl-1H-pyrrol-2-yl)-7-isobutyl-5-methyl-2H-pyrazolo[3,4-d]pyrimidine-4,6(5H,7H)-dione). RXN SMILES: [NH:1]([C:3]1[N:8]([CH2:9][CH:10]([CH3:12])[CH3:11])[C:7](=[O:13])[N:6]([CH3:14])[C:5](=[O:15])[CH:4]=1)[NH2:2].[Cl:16][C:17]1[CH:18]=[C:19]2[C:23](=[CH:24][CH:25]=1)[NH:22][CH:21]=[C:20]2[CH:26]=O.[CH2:28]([N:30]1[CH:34]=[CH:33][CH:32]=[C:31]1[CH:35]=O)[CH3:29]>>[Cl:16][C:17]1[CH:18]=[C:19]2[C:23](=[CH:24][CH:25]=1)[NH:22][CH:21]=[C:20]2[CH2:26][N:2]1[C:35]([C:31]2[N:30]([CH2:28][CH3:29])[CH:34]=[CH:33][CH:32]=2)=[C:4]2[C:3]([N:8]([CH2:9][CH:10]([CH3:11])[CH3:12])[C:7](=[O:13])[N:6]([CH3:14])[C:5]2=[O:15])=[N:1]1. Procedure details: This compound was made following the procedure described above, starting with 6-hydrazino-1-isobutyl-3-methylpyrimidine-2,4(1H,3H)-dione and condensing first with 5-chloro-1H-indole-3-carbaldehyde, followed by 1-ethyl-1H-pyrrole-2-carbaldehyde. 479 (M+H).